Dataset: the Open Reaction Database (ORD), a public repository of structured organic reaction records. Task: describe an organic reaction: reactants, conditions, products, and yield Product: COC1=C(C=CC=C1)N1CCN(CC1)CCN1C(NC2=CC(=CC=C2C1=O)N)=O (3-[2-[4-(2-methoxyphenyl)-1-piperazinyl]ethyl]-7-amino-1,2,3,4-tetrahydroquinazoline-2,4-dione). Starting materials: C([O-])([O-])=O.[Na+].[Na+] (sodium carbonate), NC1=CC=C2C(N(C(NC2=C1)=O)CCCl)=O (7-amino-3-(2-chloroethyl)-1,2,3,4-tetrahydroquinazoline-2,4-dione), COC1=C(C=CC=C1)N1CCNCC1 (1-(2-methoxyphenyl)piperazine). The yield is 38.4%. The solvent is CN(C=O)C (dimethylformamide). As a reaction SMILES: C(=O)([O-])[O-].[Na+].[Na+].[NH2:7][C:8]1[CH:17]=[C:16]2[C:11]([C:12](=[O:22])[N:13]([CH2:19][CH2:20]Cl)[C:14](=[O:18])[NH:15]2)=[CH:10][CH:9]=1.[CH3:23][O:24][C:25]1[CH:30]=[CH:29][CH:28]=[CH:27][C:26]=1[N:31]1[CH2:36][CH2:35][NH:34][CH2:33][CH2:32]1>CN(C)C=O>[CH3:23][O:24][C:25]1[CH:30]=[CH:29][CH:28]=[CH:27][C:26]=1[N:31]1[CH2:36][CH2:35][N:34]([CH2:20][CH2:19][N:13]2[C:12](=[O:22])[C:11]3[C:16](=[CH:17][C:8]([NH2:7])=[CH:9][CH:10]=3)[NH:15][C:14]2=[O:18])[CH2:33][CH2:32]1 |f:0.1.2|. Procedure: Four hundred miligrams of sodium carbonate was added to 1.5 g of 7-amino-3-(2-chloroethyl)-1,2,3,4-tetrahydroquinazoline-2,4-dione, 1.4 g of 1-(2-methoxyphenyl)piperazine and 1.4 ml of dimethylformamide to react at 80° C. for 50 hours. The reaction liquid was concentrated and the resultant residue was purified through the silica gel chromatography to obtain 0.95 g of the titled compound (yield: 38%). The reactants are [Li+].CC(C)[N-]C(C)C (LDA), C(C1=CC=CC=C1)N1C(CN(CC1)CC1=CC=CC=C1)C(=O)OCC (ethyl 1,4-dibenzylpiperazine-2-carboxylate), CI (MeI). Run in C1CCOC1 (THF). Conditions: temperature -78 celsius, time 1 hour. Yields the product C(C1=CC=CC=C1)N1C(CN(CC1)CC1=CC=CC=C1)(C(=O)OCC)C (ethyl 1,4-dibenzyl-2-methylpiperazine-2-carboxylate). As a reaction SMILES: [CH2:1]([N:8]1[CH2:13][CH2:12][N:11]([CH2:14][C:15]2[CH:20]=[CH:19][CH:18]=[CH:17][CH:16]=2)[CH2:10][CH:9]1[C:21]([O:23][CH2:24][CH3:25])=[O:22])[C:2]1[CH:7]=[CH:6][CH:5]=[CH:4][CH:3]=1.[Li+].[CH3:27]C([N-]C(C)C)C.CI>C1COCC1>[CH2:1]([N:8]1[CH2:13][CH2:12][N:11]([CH2:14][C:15]2[CH:16]=[CH:17][CH:18]=[CH:19][CH:20]=2)[CH2:10][C:9]1([CH3:27])[C:21]([O:23][CH2:24][CH3:25])=[O:22])[C:2]1[CH:3]=[CH:4][CH:5]=[CH:6][CH:7]=1 |f:1.2|. Procedure details: To ethyl 1,4-dibenzylpiperazine-2-carboxylate (35.4 g, 0.1 mol) in THF(200 mL) cooled to −78° C. was added dropwise LDA (64 mL, 1.8 M). The reaction was stirred at −78° C. for 1 h then MeI (7.2 mL, 0.11 mol) was added. The reaction was allowed to slowly warm to RT then quenched with sat'd NH4Cl. Water (200 mL) was added and the residue was extracted with EtOAc (200 mL). The EtOAc layer was washed twice with water then the solvent was removed in vacuo. Silica gel chromatography provided ethyl 1,4... Product: O=C(Nc1nc(-c2cc(C(F)(F)F)cc(C(F)(F)F)c2)cs1)c1cc(Cl)ccc1O. RXN SMILES: [Cl:32][P:33]([Cl:34])[Cl:35].[Cl:36][c:37]1[cH:38][cH:39][cH:40][cH:41][cH:42]1.[NH2:12][c:13]1[s:14][cH:15][c:16](-[c:18]2[cH:19][c:20]([C:28]([F:29])([F:30])[F:31])[cH:21][c:22]([C:24]([F:25])([F:26])[F:27])[cH:23]2)[n:17]1.[OH2:43].[OH:1][C:2](=[O:3])[c:4]1[cH:5][c:6]([Cl:7])[cH:8][cH:9][c:10]1[OH:11]>>[C:2](=[O:3])([c:4]1[cH:5][c:6]([Cl:7])[cH:8][cH:9][c:10]1[OH:11])[NH:12][c:13]1[s:14][cH:15][c:16](-[c:18]2[cH:19][c:20]([C:28]([F:29])([F:30])[F:31])[cH:21][c:22]([C:24]([F:25])([F:26])[F:27])[cH:23]2)[n:17]1. Reactants: ClP(Cl)Cl, Clc1ccccc1, Nc1nc(-c2cc(C(F)(F)F)cc(C(F)(F)F)c2)cs1, O, O=C(O)c1cc(Cl)ccc1O. The reactants are CC(C)(C)N(C(=O)[O-])C1CCN(CCN2C(=O)COc3ncc(Br)cc32)CC1, N#Cc1ccc2ccc(=O)n(CCN3CCC(N)CC3)c2c1. Yields the product NC1CCN(CCN2C(=O)COc3ncc(Br)cc32)CC1. Reaction SMILES: [C:1]([N:5]([C:2](=[O:3])[O-:4])[CH:9]1[CH2:10][CH2:11][N:12]([CH2:15][CH2:16][N:17]2[c:18]3[c:19]([n:24][cH:25][c:26]([Br:28])[cH:27]3)[O:20][CH2:21][C:22]2=[O:23])[CH2:13][CH2:14]1)([CH3:6])([CH3:7])[CH3:8].[NH2:29][CH:30]1[CH2:31][CH2:32][N:33]([CH2:34][CH2:35][n:36]2[c:37]3[c:38]([cH:39][cH:40][c:41]([C:42]#[N:43])[cH:44]3)[cH:45][cH:46][c:47]2=[O:48])[CH2:49][CH2:50]1>>[NH2:5][CH:9]1[CH2:10][CH2:11][N:12]([CH2:15][CH2:16][N:17]2[c:18]3[c:19]([n:24][cH:25][c:26]([Br:28])[cH:27]3)[O:20][CH2:21][C:22]2=[O:23])[CH2:13][CH2:14]1. Run in C(C)O (ethanol). Yields the product O[C@H]1[C@@H](CC2=CC(=CC=C12)O)C(=O)OCC ((1S,2R)-1-hydroxy-2-carboethoxy-5-hydroxyindane). Reactants: II, COC=1C=CC(=CC1)C=O (anisaldehyde), C([C@@H]1[C@H]([C@@H]([C@H]([C@H](O1)O[C@]2([C@H]([C@@H]([C@H](O2)CO)O)O)CO)O)O)O)O (sucrose), OC=1C=C2CC(C(C2=CC1)=O)C(=O)OCC (5-hydroxy-2-carboethoxy-1-indanone). RXN SMILES: C(O)[C@H]1O[C@H](O[C@]2(CO)O[C@H](CO)[C@@H](O)[C@@H]2O)[C@H](O)[C@@H](O)[C@@H]1O.[OH:24][C:25]1[CH:26]=[C:27]2[C:31](=[CH:32][CH:33]=1)[C:30](=[O:34])[CH:29]([C:35]([O:37][CH2:38][CH3:39])=[O:36])[CH2:28]2.COC1C=CC(C=O)=CC=1>C(O)C>[OH:34][C@@H:30]1[C:31]2[C:27](=[CH:26][C:25]([OH:24])=[CH:33][CH:32]=2)[CH2:28][C@H:29]1[C:35]([O:37][CH2:38][CH3:39])=[O:36]. Reaction conditions: time 30 minute. Procedure details: Twenty grams of bakers' yeast (Sigma Chemical Company, type II) are suspended in an aqueous solution containing 30 grams of sucrose in a conical flask, and the mixture is placed on an orbital shaker (220 rpm) at 30° C. for 30 minutes to initiate fermentation. Two grams of 5-hydroxy-2-carboethoxy-1-indanone is dissolved in 2 ml of 95% ethanol, the resulting solution is added to the fermenting yeast, and shaking is resumed. The reaction is followed by TLC (staining with anisaldehyde) to monitor th... The yield is 74.3%. The reagents and catalysts are Nishimura catalyst. RXN SMILES: [NH2:1][C@H:2]([C:11]([OH:13])=[O:12])[CH2:3][CH2:4][C:5]1[CH:10]=[CH:9][CH:8]=[CH:7][CH:6]=1.Cl>O>[NH2:1][C@@H:2]([CH2:3][CH2:4][CH:5]1[CH2:10][CH2:9][CH2:8][CH2:7][CH2:6]1)[C:11]([OH:13])=[O:12]. Solvent: O (water). Procedure details: 896 mg of L-homophenylalanine (2(S)-amino-4-phenylbutyric acid) are hydrogenated in 25 ml of water and 5.5 ml of 1N HCl in the presence of 18 mg of Nishimura catalyst (rhodium oxide/platinum oxide). The reaction mixture is filtered while warm. The title compound crystallises out of the filtrate in the form of white crystals after the addition of 5.5 ml of 1N NaOH. M.p. 265°-266°; Rf (R)=0.09. Product: N[C@H](C(=O)O)CCC1CCCCC1 (2(S)-amino-4-cyclohexyl-butyric acid). Starting materials: N[C@@H](CCC1=CC=CC=C1)C(=O)O (L-homophenylalanine), Cl (HCl). Starting materials: solution, OCCOS(=O)(=O)C1=CC=C(C=C1)C (2-hydroxyethyl-p-toluenesulfonate), BrC=1C=CC=2N(C1)C=C(N2)C2=CC=C(C=C2)O (6-bromo-2-(4′-hydroxyphenyl)imidazo[1,2-a]pyridine), C1(=CC=CC=C1)P(C1=CC=CC=C1)C1=CC=CC=C1 (triphenylphosphine), CC(C)OC(=O)/N=N/C(=O)OC(C)C (diisopropylazodicarboxylate). Solvent: C(Cl)(Cl)Cl (chloroform), CN(C=O)C (N,N-dimethylformamide). Run at time 17 hour. Product: BrC=1C=CC=2N(C1)C=C(N2)C2=CC=C(C=C2)OCCOS(=O)(=O)C2=CC=C(C=C2)C (6-bromo-2-[4′-(2″-p-toluenesulfonyloxyethoxy)phenyl]imidazo[1,2-a]pyridine). Yield: 12.2%. RXN SMILES: [OH:1][CH2:2][CH2:3][O:4][S:5]([C:8]1[CH:13]=[CH:12][C:11]([CH3:14])=[CH:10][CH:9]=1)(=[O:7])=[O:6].[Br:15][C:16]1[CH:17]=[CH:18][C:19]2[N:20]([CH:22]=[C:23]([C:25]3[CH:30]=[CH:29][C:28](O)=[CH:27][CH:26]=3)[N:24]=2)[CH:21]=1.C1(P(C2C=CC=CC=2)C2C=CC=CC=2)C=CC=CC=1.CC(OC(/N=N/C(OC(C)C)=O)=O)C>C(Cl)(Cl)Cl.CN(C)C=O>[Br:15][C:16]1[CH:17]=[CH:18][C:19]2[N:20]([CH:22]=[C:23]([C:25]3[CH:30]=[CH:29][C:28]([O:1][CH2:2][CH2:3][O:4][S:5]([C:8]4[CH:13]=[CH:12][C:11]([CH3:14])=[CH:10][CH:9]=4)(=[O:7])=[O:6])=[CH:27][CH:26]=3)[N:24]=2)[CH:21]=1. Procedure details: To 10 mL of a solution of 639 mg (corresponding to 2.95 mmol) of 2-hydroxyethyl-p-toluenesulfonate in tetrahydrofran, 388 mg (corresponding to 1.34 mmol) of 6-bromo-2-(4′-hydroxyphenyl)imidazo[1,2-a]pyridine and 780 mg (corresponding to 2.97 mmol) of triphenylphosphine were added. Further, 6 mL of N,N-dimethylformamide was added thereto to completely dissolve the contents. To the reaction mixture, 0.58 mL (corresponding to 2.95 mmol) of diisopropylazodicarboxylate was added. After the reaction m... The reactants are C1(CC1)NC(CS)=O (N-cyclopropyl-2-mercapto-acetamide), C[O-].[Na+] (sodium methoxide), ClC1=C(C#N)C(=C(C(=N1)OCCOC)Cl)C (2,5-dichloro-6-(2-methoxy-ethoxy)-4-methyl-nicotinonitrile), ClC=1C(=NC(=C(C#N)C1C)OCCOC)Cl (5,6-dichloro-2-(2-methoxy-ethoxy)-4-methyl-nicotinonitrile). The product is C1(CC1)NC(=O)C1=C(C=2C(=NC(=C(C2C)Cl)OCCOC)S1)N (3-Amino-5-chloro-6-(2-methoxy-ethoxy)-4-methyl-thieno[2,3-b]pyridine-2-carboxylic acid cyclopropylamide). Solvent: O (water), CCOC(=O)C (EtOAc), CCCCCC (hexane), CO (MeOH). Reported procedure: To a solution of N-cyclopropyl-2-mercapto-acetamide (0.452 g, 3.45 mmol) in MeOH (5 ml) is added sodium methoxide solution (25% wt. in MeOH)(0.589 ml, 2.58 mmol). The resulting solution is stirred at room temperature for 30 minutes, then treated with a 1:1 mixture of 2,5-dichloro-6-(2-methoxy-ethoxy)-4-methyl-nicotinonitrile and 5,6-dichloro-2-(2-methoxy-ethoxy)-4-methyl-nicotinonitrile (0.450 g, 1.72 mmol). The reaction vessel is sealed, heated at 100° C. for 2.5 hours, and cooled to room tempe... Yield: 10.0%. Reaction conditions: time 30 minute. RXN SMILES: [CH:1]1([NH:4][C:5](=[O:8])[CH2:6][SH:7])[CH2:3][CH2:2]1.C[O-].[Na+].Cl[C:13]1[N:20]=[C:19]([O:21][CH2:22][CH2:23][O:24][CH3:25])[C:18]([Cl:26])=[C:17]([CH3:27])[C:14]=1[C:15]#[N:16].ClC1C(Cl)=NC(OCCOC)=C(C=1C)C#N>CO.CCOC(C)=O.CCCCCC.O>[CH:1]1([NH:4][C:5]([C:6]2[S:7][C:13]3=[N:20][C:19]([O:21][CH2:22][CH2:23][O:24][CH3:25])=[C:18]([Cl:26])[C:17]([CH3:27])=[C:14]3[C:15]=2[NH2:16])=[O:8])[CH2:3][CH2:2]1 |f:1.2|. As a reaction SMILES: [C:28](=[O:29])([O-:30])[O-:31].[CH3:26][I:27].[CH3:35][N:36]([CH3:37])[CH:38]=[O:39].[CH3:40][c:41]1[cH:42][cH:43][cH:44][cH:45][cH:46]1.[K+:32].[K+:33].[OH2:34].[c:1]1(-[c:7]2[n:8][c:9]3[cH:10][cH:11][cH:12][cH:13][c:14]3[c:15]([CH:17]([CH2:18][CH:19]3[CH2:20][CH2:21][NH:22][CH2:23][CH2:24]3)[OH:25])[cH:16]2)[cH:2][cH:3][cH:4][cH:5][cH:6]1>>[c:1]1(-[c:7]2[n:8][c:9]3[cH:10][cH:11][cH:12][cH:13][c:14]3[c:15]([CH:17]([CH2:18][CH:19]3[CH2:20][CH2:21][N:22]([CH3:28])[CH2:23][CH2:24]3)[OH:25])[cH:16]2)[cH:2][cH:3][cH:4][cH:5][cH:6]1. The product is CN1CCC(CC(O)c2cc(-c3ccccc3)nc3ccccc23)CC1. Reactants: O=C([O-])[O-], CI, CN(C)C=O, Cc1ccccc1, [K+], [K+], O, OC(CC1CCNCC1)c1cc(-c2ccccc2)nc2ccccc12.